describe an organic reaction: reactants, conditions, products, and yield From a dataset of the Open Reaction Database (ORD), a public repository of structured organic reaction records. The reactants are CN(C)C(=O)N1CCOCC1, Nc1ccccc1N1CCOCC1, O=P(Cl)(Cl)Cl, c1ccccc1. Yields the product CN(C)C(=Nc1ccccc1N1CCOCC1)N1CCOCC1. As a reaction SMILES: [CH3:1][N:2]([C:3](=[O:4])[N:5]1[CH2:6][CH2:7][O:8][CH2:9][CH2:10]1)[CH3:11].[NH2:12][c:13]1[c:14]([N:19]2[CH2:20][CH2:21][O:22][CH2:23][CH2:24]2)[cH:15][cH:16][cH:17][cH:18]1.[P:25]([Cl:26])([Cl:27])([Cl:28])=[O:29].[cH:30]1[cH:31][cH:32][cH:33][cH:34][cH:35]1>>[CH3:1][N:2]([C:3]([N:5]1[CH2:6][CH2:7][O:8][CH2:9][CH2:10]1)=[N:12][c:13]1[c:14]([N:19]2[CH2:20][CH2:21][O:22][CH2:23][CH2:24]2)[cH:15][cH:16][cH:17][cH:18]1)[CH3:11]. The reactants are CC(C)(C)[Si](C)(C)n1ccc2cc(Br)cnc21, CCCC[N+](CCCC)(CCCC)CCCC, [F-], C1CCOC1. The product is Brc1cnc2[nH]ccc2c1. RXN SMILES: [Br:19][c:20]1[cH:21][c:22]2[c:23]([n:24][cH:25]1)[n:26]([Si:29]([C:30]([CH3:31])([CH3:32])[CH3:33])([CH3:34])[CH3:35])[cH:27][cH:28]2.[CH3:2][CH2:3][CH2:4][CH2:5][N+:6]([CH2:7][CH2:8][CH2:9][CH3:10])([CH2:11][CH2:12][CH2:13][CH3:14])[CH2:15][CH2:16][CH2:17][CH3:18].[F-:1].[O:36]1[CH2:37][CH2:38][CH2:39][CH2:40]1>>[Br:19][c:20]1[cH:21][c:22]2[c:23]([n:24][cH:25]1)[nH:26][cH:27][cH:28]2. Starting materials: COC(C1=C(C=C(C=C1)C(=O)OC(C)(C)C)[N+](=O)[O-])=O (2-Nitro-4-t-butoxycarbonyl-benzoic Acid Methyl Ester), [OH-].[Na+] (NaOH), acid, N1=CC=CC=C1 (pyridine), Cl (HCl), N1=C(F)N=C(F)N=C1F (cyanuric fluoride). Run in O1CCOCC1 (dioxane), C(Cl)Cl (CH2Cl2). Reaction conditions: time 6 hour. The product is [N+](=O)([O-])C1=C(C(=O)F)C=CC(=C1)C(=O)OC(C)(C)C (2-Nitro-4-t-butoxycarbonyl-benzoylfluoride). RXN SMILES: C[O:2][C:3](=O)[C:4]1[CH:9]=[CH:8][C:7]([C:10]([O:12][C:13]([CH3:16])([CH3:15])[CH3:14])=[O:11])=[CH:6][C:5]=1[N+:17]([O-:19])=[O:18].[OH-].[Na+].Cl.N1C=CC=CC=1.N1C(F)=NC(F)=NC=1[F:32]>O1CCOCC1.C(Cl)Cl>[N+:17]([C:5]1[CH:6]=[C:7]([C:10]([O:12][C:13]([CH3:16])([CH3:15])[CH3:14])=[O:11])[CH:8]=[CH:9][C:4]=1[C:3]([F:32])=[O:2])([O-:19])=[O:18] |f:1.2|. Reported procedure: To a stirred solution of the above di-ester ((7), 7.28 g, 26 mmol) in dioxane (100 mL) was added aq. 1N NaOH (30 mL). The reaction was stirred for 6 h, acidified with aq. 1N HCl (30 mL), extracted with ethyl acetate, washed with brine, dried (MgSO4) and evaporated under reduced pressure to give the corresponding acid which was used as is in the next reaction. To a stirred solution of the above acid (6.68 g, 25 mMol) under Ar in dry CH2Cl2 (75 mL) was added pyridine (2.1 mL, 25 mMol) followed by ... Reactants: COC(=O)CCc1ccc(OCc2cccc(Br)c2)cc1, Cc1ccccc1, CCO, CCOC(C)=O, Cc1cc(Cl)ccc1B(O)O, [Na+], [Na+], O=C([O-])[O-], O, c1ccc(P(c2ccccc2)(c2ccccc2)[Pd](P(c2ccccc2)(c2ccccc2)c2ccccc2)(P(c2ccccc2)(c2ccccc2)c2ccccc2)P(c2ccccc2)(c2ccccc2)c2ccccc2)cc1. The product is COC(=O)CCc1ccc(OCc2cccc(-c3ccc(Cl)cc3C)c2)cc1. RXN SMILES: [Br:1][c:2]1[cH:3][c:4]([CH2:5][O:6][c:7]2[cH:8][cH:9][c:10]([CH2:13][CH2:14][C:15](=[O:16])[O:17][CH3:18])[cH:11][cH:12]2)[cH:19][cH:20][cH:21]1.[CH3:123][c:124]1[cH:125][cH:126][cH:127][cH:128][cH:129]1.[CH3:130][CH2:131][OH:132].[CH3:40][CH2:41][O:42][C:43](=[O:44])[CH3:45].[Cl:22][c:23]1[cH:24][c:25]([CH3:32])[c:26]([B:29]([OH:30])[OH:31])[cH:27][cH:28]1.[Na+:33].[Na+:34].[O-:35][C:36](=[O:37])[O-:38].[OH2:39].[cH:46]1[cH:47][cH:48][c:49]([P:50]([Pd:51]([P:52]([c:53]2[cH:54][cH:55][cH:56][cH:57][cH:58]2)([c:59]2[cH:60][cH:61][cH:62][cH:63][cH:64]2)[c:65]2[cH:66][cH:67][cH:68][cH:69][cH:70]2)([P:71]([c:72]2[cH:73][cH:74][cH:75][cH:76][cH:77]2)([c:78]2[cH:79][cH:80][cH:81][cH:82][cH:83]2)[c:84]2[cH:85][cH:86][cH:87][cH:88][cH:89]2)[P:90]([c:91]2[cH:92][cH:93][cH:94][cH:95][cH:96]2)([c:97]2[cH:98][cH:99][cH:100][cH:101][cH:102]2)[c:103]2[cH:104][cH:105][cH:106][cH:107][cH:108]2)([c:109]2[cH:110][cH:111][cH:112][cH:113][cH:114]2)[c:115]2[cH:116][cH:117][cH:118][cH:119][cH:120]2)[cH:121][cH:122]1>>[c:2]1(-[c:26]2[c:25]([CH3:32])[cH:24][c:23]([Cl:22])[cH:28][cH:27]2)[cH:3][c:4]([CH2:5][O:6][c:7]2[cH:8][cH:9][c:10]([CH2:13][CH2:14][C:15](=[O:16])[O:17][CH3:18])[cH:11][cH:12]2)[cH:19][cH:20][cH:21]1. The reactants are C(C)(=O)NC=1NC(C=2N=CN(C2N1)COC(COC(C)=O)COC(C)=O)=O (2-acetamido-9-(1,3-diacetoxy-2-propoxymethyl)hypoxanthine). Run in CN (methylamine). Product: OCC(CO)OCN1C=2N=C(NC(C2N=C1)=O)N (9-(1,3-Dihydroxy-2-propoxymethyl)guanine). RXN SMILES: C([NH:4][C:5]1[NH:6][C:7](=[O:27])[C:8]2[N:9]=[CH:10][N:11]([CH2:14][O:15][CH:16]([CH2:22][O:23]C(=O)C)[CH2:17][O:18]C(=O)C)[C:12]=2[N:13]=1)(=O)C>CN>[OH:18][CH2:17][CH:16]([O:15][CH2:14][N:11]1[CH:10]=[N:9][C:8]2[C:7](=[O:27])[NH:6][C:5]([NH2:4])=[N:13][C:12]1=2)[CH2:22][OH:23]. Procedure: A solution of 838 mg (2.2 mmole) of 2-acetamido-9-(1,3-diacetoxy-2-propoxymethyl)hypoxanthine in 8.5 ml of 40% methylamine (aqueous) was stirred at gentle reflux under N2 for 1 hour. The solution was then cooled and concentrated to dryness. The residual white solid was recrystallized from a minimum volume of H2O containing 2 drops of acetic acid. After standing in the refrigerator, the product was collected on a filter and washed with a small amount of H2O, then acetone. The material was dried u... Reactants: NC1=CC=C(C=C1)C (p-toluidine), [N+](=O)([O-])C=1C=C(C(=O)O)C=CC1 (3-nitrobenzoic acid). Yields the product [N+](=O)([O-])C=1C=C(C(=O)NC2=CC=C(C=C2)C)C=CC1 (3-Nitro-N-(4-methylphenyl)benzamide). Yield: 88.6%. As a reaction SMILES: [NH2:1][C:2]1[CH:7]=[CH:6][C:5]([CH3:8])=[CH:4][CH:3]=1.[N+:9]([C:12]1[CH:13]=[C:14]([CH:18]=[CH:19][CH:20]=1)[C:15](O)=[O:16])([O-:11])=[O:10]>>[N+:9]([C:12]1[CH:13]=[C:14]([CH:18]=[CH:19][CH:20]=1)[C:15]([NH:1][C:2]1[CH:7]=[CH:6][C:5]([CH3:8])=[CH:4][CH:3]=1)=[O:16])([O-:11])=[O:10]. Procedure details: Using p-toluidine (1.19 g, 11.0 mmol) and 3-nitrobenzoic acid (1.76 g, 10.0 mmol), the procedure of Reference Example 16 was repeated to obtain 2.27 g (88.3%) of the title compound in the form of colorless needle crystals.